This data is from the Open Reaction Database (ORD), a public repository of structured organic reaction records. The task is: describe an organic reaction: reactants, conditions, products, and yield The reactants are BrC1=CC=CC(=N1)C(=O)OC (methyl 6-bromo-2-pyridinecarboxylate), C(#C)C=1C=NC2=CC=CC=C2C1 (3-ethynylquinoline), C(C)(C)N(CC)C(C)C (diisopropylethylamine). Reagents/catalysts: C=1C=CC(=CC1)[P](C=2C=CC=CC2)(C=3C=CC=CC3)[Pd]([P](C=4C=CC=CC4)(C=5C=CC=CC5)C=6C=CC=CC6)([P](C=7C=CC=CC7)(C=8C=CC=CC8)C=9C=CC=CC9)[P](C=1C=CC=CC1)(C=1C=CC=CC1)C=1C=CC=CC1 (Pd(PPh3)4), [Cu]I (CuI). Solvent: CN(C)C=O (DMF). Conditions: time 12 hour. Yields the product N1=CC(=CC2=CC=CC=C12)C#CC1=CC=CC(=N1)C(=O)OC (methyl 6-[(quinolin-3-yl)ethynyl]pyridine-2-carboxylate). As a reaction SMILES: Br[C:2]1[N:7]=[C:6]([C:8]([O:10][CH3:11])=[O:9])[CH:5]=[CH:4][CH:3]=1.[C:12]([C:14]1[CH:15]=[N:16][C:17]2[C:22]([CH:23]=1)=[CH:21][CH:20]=[CH:19][CH:18]=2)#[CH:13].C(N(C(C)C)CC)(C)C>CN(C=O)C.C1C=CC([P]([Pd]([P](C2C=CC=CC=2)(C2C=CC=CC=2)C2C=CC=CC=2)([P](C2C=CC=CC=2)(C2C=CC=CC=2)C2C=CC=CC=2)[P](C2C=CC=CC=2)(C2C=CC=CC=2)C2C=CC=CC=2)(C2C=CC=CC=2)C2C=CC=CC=2)=CC=1.[Cu]I>[N:16]1[C:17]2[C:22](=[CH:21][CH:20]=[CH:19][CH:18]=2)[CH:23]=[C:14]([C:12]#[C:13][C:2]2[N:7]=[C:6]([C:8]([O:10][CH3:11])=[O:9])[CH:5]=[CH:4][CH:3]=2)[CH:15]=1 |^1:41,43,62,81|. Procedure: A mixture of methyl 6-bromo-2-pyridinecarboxylate (0.3 g, 1.3 mmol), 3-ethynylquinoline (0.3 g, 1.3 mmol), Pd(PPh3)4 (0.11 g, 0.01 mmol), CuI (0.179 g, 0.1 mmol) and diisopropylethylamine (0.5 ml, 3 mmol) in DMF (15 ml) was stirred at ambient temperature for 12 hrs under an atmosphere of nitrogen. The reaction mixture was concentrated and the crude product was purified by flash chromatography on silica gel (elution with 10% ethyl acetate in n-hexane) to provide methyl 6-[(quinolin-3-yl)ethynyl]p... Starting materials: [Cl-].[Cl-].[Cl-].[In+3] (indium trichloride), C(C)[SiH](CC)CC (triethylsilane), COC(CC1=CC2=CC=C(C=C2C(=C1C#C)OC(C)=O)F)=O ((4-acetoxy-3-ethynyl-6-fluoro-naphthalen-2-yl)-acetic acid methyl ester), C(C)B(CC)CC (triethylborane). The solvent is C(C)#N (acetonitrile), O (water). Run at temperature 100 celsius, time 5 minute. Yields the product COC(CC1=CC2=CC=C(C=C2C(=C1C=C)OC(C)=O)F)=O ((4-acetoxy-6-fluoro-3-vinyl-naphthalen-2-yl)-acetic acid methyl ester). Isolated yield 62.9%. As a reaction SMILES: [Cl-].[Cl-].[Cl-].[In+3].C([SiH](CC)CC)C.[CH3:12][O:13][C:14](=[O:33])[CH2:15][C:16]1[C:25]([C:26]#[CH:27])=[C:24]([O:28][C:29](=[O:31])[CH3:30])[C:23]2[C:18](=[CH:19][CH:20]=[C:21]([F:32])[CH:22]=2)[CH:17]=1.C(B(CC)CC)C>C(#N)C.O>[CH3:12][O:13][C:14](=[O:33])[CH2:15][C:16]1[C:25]([CH:26]=[CH2:27])=[C:24]([O:28][C:29](=[O:31])[CH3:30])[C:23]2[C:18](=[CH:19][CH:20]=[C:21]([F:32])[CH:22]=2)[CH:17]=1 |f:0.1.2.3|. Procedure: A round-bottom flask (5 mL) charged with indium trichloride (88 mg, 0.40 mmol) was heated at 100° C. under reduced pressure for 1 h, and filled with nitrogen. A solution of triethylsilane (46 mg, 0.4 mmol) in acetonitrile (4 mL), which was cooled to 0° C., was added by means of syringe. After the mixture was stirred at 0° C. for 5 minutes, (4-acetoxy-3-ethynyl-6-fluoro-naphthalen-2-yl)-acetic acid methyl ester (60 mg, 0.20 mmol) and a solution of triethylborane (1M solution in tetrahydrofuran, 2... Starting materials: C(#N)C=1C(=NSC1NC(OC1=CC=CC=C1)=O)SCC (phenyl (4-cyano-3-(ethylthio)-5-isothiazolyl)carbamate), CNC (dimethylamine), IV. Yields the product CN(C(=O)NC1=C(C(=NS1)SCC)C#N)C (1,1-dimethyl-3-(4-cyano-3-(ethylthio)-5-isothiazolyl)urea). Isolated yield 160.0%. RXN SMILES: [C:1]([C:3]1[C:4]([S:18][CH2:19][CH3:20])=[N:5][S:6][C:7]=1[NH:8][C:9](=[O:17])OC1C=CC=CC=1)#[N:2].[CH3:21][NH:22][CH3:23]>>[CH3:21][N:22]([CH3:23])[C:9]([NH:8][C:7]1[S:6][N:5]=[C:4]([S:18][CH2:19][CH3:20])[C:3]=1[C:1]#[N:2])=[O:17]. Procedure details: Two samples (30.9 g each) of phenyl (4-cyano-3-(ethylthio)-5-isothiazolyl)carbamate were reacted with dimethylamine (9.13 g per batch) in the manner described in Example IV B. The reaction mixtures from the two runs were combined and processed as in IV B to give 41.5 g of 1,1-dimethyl-3-(4-cyano-3-(ethylthio)-5-isothiazolyl)urea, m.p. 198° after recrystallization from ethanol. The nmr spectrum was consistent with the assigned structure. Reactants: CN(C)c1ccncc1, CCOC(C)=O, Cc1cc(OC(F)F)nc(N)n1, C1CCOC1, O=C(Cl)Oc1ccccc1. Yields the product Cl, Cc1cc(OC(F)F)nc(N)n1. RXN SMILES: [CH3:28][N:29]([CH3:30])[c:31]1[cH:32][cH:33][n:34][cH:35][cH:36]1.[CH3:37][CH2:38][O:39][C:40](=[O:41])[CH3:42].[NH2:1][c:2]1[n:3][c:4]([CH3:12])[cH:5][c:6]([O:8][CH:9]([F:10])[F:11])[n:7]1.[O:23]1[CH2:24][CH2:25][CH2:26][CH2:27]1.[c:13]1([O:14][C:15](=[O:16])[Cl:22])[cH:17][cH:18][cH:19][cH:20][cH:21]1>>[ClH:22].[NH2:1][c:2]1[n:3][c:4]([CH3:12])[cH:5][c:6]([O:8][CH:9]([F:10])[F:11])[n:7]1.